Dataset: the Open Reaction Database (ORD), a public repository of structured organic reaction records. Task: describe an organic reaction: reactants, conditions, products, and yield The reactants are COC=1C(C(=C(C(C1OC)=O)CC=1C(=C(C(=O)N2CCOCC2)C=CC1)OC(C)=O)C)=O (N-[3-(5,6-Dimethoxy-3-methyl-1,4-benzoquinon-2-yl)methyl-2-acetoxybenzoyl]morpholine), C(O)([O-])=O.[Na+] (sodium hydrogencarbonate). Run in CO (methanol), O (water). Product: COC=1C(C(=C(C(C1OC)=O)CC=1C(=C(C(=O)N2CCOCC2)C=CC1)O)C)=O (N-[3-(5,6-Dimethoxy-3-methyl-1,4-benzoquinon-2-yl)methyl-2-hydroxybenzoyl]morpholine). Yield: 48.0%. RXN SMILES: [CH3:1][O:2][C:3]1[C:4](=[O:32])[C:5]([CH3:31])=[C:6]([CH2:12][C:13]2[C:14]([O:27]C(=O)C)=[C:15]([CH:24]=[CH:25][CH:26]=2)[C:16]([N:18]2[CH2:23][CH2:22][O:21][CH2:20][CH2:19]2)=[O:17])[C:7](=[O:11])[C:8]=1[O:9][CH3:10].C(=O)([O-])O.[Na+]>CO.O>[CH3:1][O:2][C:3]1[C:4](=[O:32])[C:5]([CH3:31])=[C:6]([CH2:12][C:13]2[C:14]([OH:27])=[C:15]([CH:24]=[CH:25][CH:26]=2)[C:16]([N:18]2[CH2:23][CH2:22][O:21][CH2:20][CH2:19]2)=[O:17])[C:7](=[O:11])[C:8]=1[O:9][CH3:10] |f:1.2|. Procedure details: N-[3-(5,6-Dimethoxy-3-methyl-1,4-benzoquinon-2-yl)methyl-2-acetoxybenzoyl]morpholine (0.050 g, 0.113 mmol) was dissolved in methanol (3 ml) and after adding thereto an aqueous saturated sodium hydrogencarbonate solution (3 ml), the solution was stirred at room temperature for 3 hours. After the completion of reaction, the reaction solution was diluted with water and then extracted with ethyl acetate. The extract was washed with water and then dried, and the solvent was removed by distillation. T... Reactants: COC(=O)c1cc(NC(C)C)c(C#N)cc1C, O=C([O-])[O-], CS(C)=O, [K+], [K+], OO. Yields the product COC(=O)c1cc(NC(C)C)c(C(N)=O)cc1C. As a reaction SMILES: [C:1](#[N:2])[c:3]1[cH:4][c:5]([CH3:17])[c:6]([C:7](=[O:8])[O:9][CH3:10])[cH:11][c:12]1[NH:13][CH:14]([CH3:15])[CH3:16].[C:20]([O-:21])(=[O:22])[O-:23].[CH3:26][S:27]([CH3:28])=[O:29].[K+:24].[K+:25].[OH:18][OH:19]>>[C:1]([NH2:2])([c:3]1[cH:4][c:5]([CH3:17])[c:6]([C:7](=[O:8])[O:9][CH3:10])[cH:11][c:12]1[NH:13][CH:14]([CH3:15])[CH3:16])=[O:21]. Starting materials: COC(=O)CBr, O=C([O-])[O-], Nc1c(F)cccc1OCc1ccccc1, CCOC(C)=O, [K+], [K+], CN(C)C=O. Product: COC(=O)CNc1c(F)cccc1OCc1ccccc1. RXN SMILES: [Br:17][CH2:18][C:19](=[O:20])[O:21][CH3:22].[C:23](=[O:24])([O-:25])[O-:26].[CH2:1]([c:2]1[cH:3][cH:4][cH:5][cH:6][cH:7]1)[O:8][c:9]1[c:10]([NH2:11])[c:12]([F:16])[cH:13][cH:14][cH:15]1.[CH3:29][CH2:30][O:31][C:32](=[O:33])[CH3:34].[K+:27].[K+:28].[O:35]=[CH:36][N:37]([CH3:38])[CH3:39]>>[CH2:1]([c:2]1[cH:3][cH:4][cH:5][cH:6][cH:7]1)[O:8][c:9]1[c:10]([NH:11][CH2:18][C:19](=[O:20])[O:21][CH3:22])[c:12]([F:16])[cH:13][cH:14][cH:15]1. Starting materials: COCCOc1nc(C(=O)O)cnc1N1CCCC1, CC(C)CC(N)CO, CCCOc1nc(C(=O)NC(CO)CC(C)C)cnc1N1CCCC1. The product is COCCOc1nc(C(=O)NC(CO)CC(C)C)cnc1N1CCCC1. As a reaction SMILES: [CH3:26][O:27][CH2:28][CH2:29][O:30][c:31]1[n:32][c:33]([C:34]([OH:35])=[O:36])[cH:37][n:38][c:39]1[N:40]1[CH2:41][CH2:42][CH2:43][CH2:44]1.[NH2:45][CH:46]([CH2:47][CH:48]([CH3:49])[CH3:50])[CH2:51][OH:52].[OH:1][CH2:2][CH:3]([CH2:4][CH:5]([CH3:6])[CH3:7])[NH:8][C:9](=[O:10])[c:11]1[n:12][c:13]([O:22][CH2:23][CH2:24][CH3:25])[c:14]([N:17]2[CH2:18][CH2:19][CH2:20][CH2:21]2)[n:15][cH:16]1>>[OH:1][CH2:2][CH:3]([CH2:4][CH:5]([CH3:6])[CH3:7])[NH:8][C:9](=[O:10])[c:11]1[n:12][c:13]([O:22][CH2:23][CH2:24][O:27][CH3:26])[c:14]([N:17]2[CH2:18][CH2:19][CH2:20][CH2:21]2)[n:15][cH:16]1.